Dataset: the Open Reaction Database (ORD), a public repository of structured organic reaction records. Task: describe an organic reaction: reactants, conditions, products, and yield Reactants: [BH4-], CCO, O=Cc1ccc(C(=O)N2CCCCC2)cc1, [Na+]. Yields the product O=C(c1ccc(CO)cc1)N1CCCCC1. RXN SMILES: [BH4-:17].[CH3:19][CH2:20][OH:21].[CH:1](=[O:2])[c:3]1[cH:4][cH:5][c:6]([C:7](=[O:8])[N:9]2[CH2:10][CH2:11][CH2:12][CH2:13][CH2:14]2)[cH:15][cH:16]1.[Na+:18]>>[CH2:1]([OH:2])[c:3]1[cH:4][cH:5][c:6]([C:7](=[O:8])[N:9]2[CH2:10][CH2:11][CH2:12][CH2:13][CH2:14]2)[cH:15][cH:16]1. As a reaction SMILES: [Cl:1][C:2]1[CH:3]=[C:4]([CH:7]=[CH:8][C:9]=1F)[CH:5]=[O:6].[C:11]1([OH:17])[CH:16]=[CH:15][CH:14]=[CH:13][CH:12]=1.C(=O)([O-])[O-:19].[K+].[K+].CC(=CC)C.P([O-])(O)(O)=O.[K+].Cl[O-].[Na+]>>[Cl:1][C:2]1[CH:3]=[C:4]([CH:7]=[CH:8][C:9]=1[O:17][C:11]1[CH:16]=[CH:15][CH:14]=[CH:13][CH:12]=1)[C:5]([OH:19])=[O:6] |f:2.3.4,6.7,8.9|. Procedure details: The title compound (0.95 g) was synthesized in a yield of 77% as a white crystalline solid by conducting the similar reaction to that mentioned in Example 10 (10e) using 3-chloro-4-fluorobenzaldehyde (0.80 g, 5.0 mmol), phenol (0.66 g, 7.0 mmol), potassium carbonate (1.7 g, 13 mmol), 2-methyl-2-butene (2.7 ml, 25 mmol), potassium dihydrogenphosphate (1.7 g, 13 mmol) and sodium hypochlorite (1.4 g, 15 mmol). Yield: 76.4%. The reactants are CC(C)=CC (2-methyl-2-butene), Example 10 ( 10e ), C([O-])([O-])=O.[K+].[K+] (potassium carbonate), Cl[O-].[Na+] (sodium hypochlorite), ClC=1C=C(C=O)C=CC1F (3-chloro-4-fluorobenzaldehyde), C1(=CC=CC=C1)O (phenol), P(=O)(O)(O)[O-].[K+] (potassium dihydrogenphosphate). Product: ClC=1C=C(C(=O)O)C=CC1OC1=CC=CC=C1 (3-Chloro-4-phenoxybenzoic acid).